This data is from the Open Reaction Database (ORD), a public repository of structured organic reaction records. The task is: describe an organic reaction: reactants, conditions, products, and yield Starting materials: C(C)(C)(C)OC(=O)N1[C@@H](CCC1)COC1=C(C=CC=C1)CCC1=CC(=CC=C1)OCOC ((S)-1-t-butoxycarbonyl-2-{2-[2-(3-methoxymethoxyphenyl) ethyl]phenoxymethyl }pyrrolidine), Cl (hydrogen chloride). The solvent is solution, O1CCOCC1 (dioxane). Conditions: time 3 hour. Product: Cl.OC=1C=C(C=CC1)CCC1=C(OC[C@H]2NCCC2)C=CC=C1 ((S)-2-{2-[2-(3-Hydroxyphenyl)ethyl]phenoxymethyl}pyrrolidine hydrochloride). Yield: 66.0%. RXN SMILES: C(OC([N:8]1[CH2:12][CH2:11][CH2:10][C@H:9]1[CH2:13][O:14][C:15]1[CH:20]=[CH:19][CH:18]=[CH:17][C:16]=1[CH2:21][CH2:22][C:23]1[CH:28]=[CH:27][CH:26]=[C:25]([O:29]COC)[CH:24]=1)=O)(C)(C)C.[ClH:33]>O1CCOCC1>[ClH:33].[OH:29][C:25]1[CH:24]=[C:23]([CH2:22][CH2:21][C:16]2[CH:17]=[CH:18][CH:19]=[CH:20][C:15]=2[O:14][CH2:13][C@@H:9]2[CH2:10][CH2:11][CH2:12][NH:8]2)[CH:28]=[CH:27][CH:26]=1 |f:3.4|. Procedure: 630 mg of (S)-1-t-butoxycarbonyl-2-{2-[2-(3-methoxymethoxyphenyl) ethyl]phenoxymethyl }pyrrolidine [prepared as described in step (a) above] were dissolved in 10 ml of a 4N solution of hydrogen chloride in dioxane, whilst ice-cooling, and the solution was allowed to stand at room temperature for 3 hours. At the end of this time, the mixture was concentrated by distillation under reduced pressure, and the resulting oily residue was dissolved in a small amount of isopropyl alcohol; the solution wa... The reactants are C1CCOC1, CCOC(C)=O, CS(=O)(=O)c1ccc(-n2nc(C(=O)O)cc2-c2ccc(-c3ccco3)cc2)cc1F, O. The product is CS(=O)(=O)c1ccc(-n2nc(CO)cc2-c2ccc(-c3ccco3)cc2)cc1F. Reaction SMILES: [CH2:38]1[O:39][CH2:40][CH2:41][CH2:42]1.[CH3:32][CH2:33][O:34][C:35](=[O:36])[CH3:37].[F:1][c:2]1[cH:3][c:4](-[n:12]2[n:13][c:14]([C:28](=[O:29])[OH:30])[cH:15][c:16]2-[c:17]2[cH:18][cH:19][c:20](-[c:23]3[o:24][cH:25][cH:26][cH:27]3)[cH:21][cH:22]2)[cH:5][cH:6][c:7]1[S:8](=[O:9])(=[O:10])[CH3:11].[OH2:31]>>[F:1][c:2]1[cH:3][c:4](-[n:12]2[n:13][c:14]([CH2:28][OH:29])[cH:15][c:16]2-[c:17]2[cH:18][cH:19][c:20](-[c:23]3[o:24][cH:25][cH:26][cH:27]3)[cH:21][cH:22]2)[cH:5][cH:6][c:7]1[S:8](=[O:9])(=[O:10])[CH3:11]. The reactants are CCOC(=O)C(CC#N)(C(=O)OCC)c1ncc([N+](=O)[O-])cc1C, CO, Cl, [Na+], [OH-]. Product: Cc1cc([N+](=O)[O-])cnc1CCC#N. Reaction SMILES: [CH3:1][c:2]1[c:3]([C:11]([CH2:12][C:13]#[N:14])([C:15]([O:16][CH2:17][CH3:18])=[O:19])[C:20]([O:21][CH2:22][CH3:23])=[O:24])[n:4][cH:5][c:6]([N+:8](=[O:9])[O-:10])[cH:7]1.[CH3:28][OH:29].[ClH:27].[Na+:26].[OH-:25]>>[CH3:1][c:2]1[c:3]([CH2:11][CH2:12][C:13]#[N:14])[n:4][cH:5][c:6]([N+:8](=[O:9])[O-:10])[cH:7]1. Starting materials: CCO, COc1ccc(C#CC(O)(CC2=CC(=O)OC(C)(C)O2)C2CCCC2)cn1. Product: COc1ccc(CCC(O)(CC2=CC(=O)OC(C)(C)O2)C2CCCC2)cn1. Reaction SMILES: [CH3:28][CH2:29][OH:30].[CH:1]1([C:6]([CH2:7][C:8]2=[CH:9][C:10](=[O:16])[O:11][C:12]([CH3:14])([CH3:15])[O:13]2)([C:17]#[C:18][c:19]2[cH:20][n:21][c:22]([O:25][CH3:26])[cH:23][cH:24]2)[OH:27])[CH2:2][CH2:3][CH2:4][CH2:5]1>>[CH:1]1([C:6]([CH2:7][C:8]2=[CH:9][C:10](=[O:16])[O:11][C:12]([CH3:14])([CH3:15])[O:13]2)([CH2:17][CH2:18][c:19]2[cH:20][n:21][c:22]([O:25][CH3:26])[cH:23][cH:24]2)[OH:27])[CH2:2][CH2:3][CH2:4][CH2:5]1. The reactants are NC1=CC=C(C=C1)CS(=O)(=O)NC (4-Amino-N-methylbenzene methanesulphonamide), Cl (hydrochloric acid), N(=O)[O-].[Na+] (sodium nitrite), stannous chloride dihydrate, Cl (hydrochloric acid). The solvent is O (water), O (water). Product: Cl.N(N)C1=CC=C(C=C1)CS(=O)(=O)NC (4-Hydrazino-N-methylbenzenemethanesulphonamide, hydrochloride). Reaction SMILES: [N:1]([O-])=O.[Na+].[NH2:5][C:6]1[CH:11]=[CH:10][C:9]([CH2:12][S:13]([NH:16][CH3:17])(=[O:15])=[O:14])=[CH:8][CH:7]=1.[ClH:18]>O>[ClH:18].[NH:5]([C:6]1[CH:11]=[CH:10][C:9]([CH2:12][S:13]([NH:16][CH3:17])(=[O:15])=[O:14])=[CH:8][CH:7]=1)[NH2:1] |f:0.1,5.6|. Procedure details: A solution of sodium nitrite (13.72 g) in water (160 ml) was added slowly to a cooled stirred mixture of 4-Amino-N-methylbenzene methanesulphonamide (39.3 g), water (240 ml) and conc. hydrochloric acid (400 ml) such that the temperature did not exceed 0°. After stirring for 15 min this mixture was added slowly to a cold solution of stannous chloride dihydrate (221.1 g) in conc. hydrochloric acid (400 ml) again keeping the temperature below 0°. Once the addition was complete the mixture was allow... Product: O=C(O)C(Cc1ccc(F)cc1)c1cc(Cl)c(OCC(F)(F)F)c(-c2ccc(C(F)(F)F)cc2)c1. Reaction SMILES: [CH2:43]1[O:44][CH2:45][CH2:46][CH2:47]1.[CH3:41][OH:42].[Cl:1][c:2]1[cH:3][c:4]([CH:24]([C:25](=[O:26])[O:27][CH2:28][CH3:29])[CH2:30][c:31]2[cH:32][cH:33][c:34]([F:37])[cH:35][cH:36]2)[cH:5][c:6](-[c:14]2[cH:15][cH:16][c:17]([C:20]([F:21])([F:22])[F:23])[cH:18][cH:19]2)[c:7]1[O:8][CH2:9][C:10]([F:11])([F:12])[F:13].[Li+:40].[OH-:39].[OH2:38].[OH2:48]>>[Cl:1][c:2]1[cH:3][c:4]([CH:24]([C:25](=[O:26])[OH:27])[CH2:30][c:31]2[cH:32][cH:33][c:34]([F:37])[cH:35][cH:36]2)[cH:5][c:6](-[c:14]2[cH:15][cH:16][c:17]([C:20]([F:21])([F:22])[F:23])[cH:18][cH:19]2)[c:7]1[O:8][CH2:9][C:10]([F:11])([F:12])[F:13]. The reactants are C1CCOC1, CO, CCOC(=O)C(Cc1ccc(F)cc1)c1cc(Cl)c(OCC(F)(F)F)c(-c2ccc(C(F)(F)F)cc2)c1, [Li+], [OH-], O, O.